This data is from the Open Reaction Database (ORD), a public repository of structured organic reaction records. The task is: describe an organic reaction: reactants, conditions, products, and yield Reactants: CC1(C)Cc2cc(O)c3c(c2C(c2cccc(Br)c2)=N1)CC(C)(C)O3, Cc1ccccc1, CCO, Cl, [Na+], [Na+], O=C([O-])[O-], O, c1ccc(P(c2ccccc2)(c2ccccc2)[Pd](P(c2ccccc2)(c2ccccc2)c2ccccc2)(P(c2ccccc2)(c2ccccc2)c2ccccc2)P(c2ccccc2)(c2ccccc2)c2ccccc2)cc1, OB(O)c1ccncc1. Product: CC1(C)Cc2cc(O)c3c(c2C(c2cccc(-c4ccncc4)c2)=N1)CC(C)(C)O3. RXN SMILES: [Br:7][c:8]1[cH:9][c:10]([C:14]2=[N:15][C:16]([CH3:30])([CH3:31])[CH2:17][c:18]3[cH:19][c:20]([OH:29])[c:21]4[c:22]([c:23]32)[CH2:24][C:25]([CH3:27])([CH3:28])[O:26]4)[cH:11][cH:12][cH:13]1.[CH3:43][c:44]1[cH:45][cH:46][cH:47][cH:48][cH:49]1.[CH3:50][CH2:51][OH:52].[ClH:41].[Na+:1].[Na+:2].[O-:3][C:4](=[O:5])[O-:6].[OH2:42].[cH:53]1[cH:54][cH:55][c:56]([P:57]([Pd:58]([P:59]([c:60]2[cH:61][cH:62][cH:63][cH:64][cH:65]2)([c:66]2[cH:67][cH:68][cH:69][cH:70][cH:71]2)[c:72]2[cH:73][cH:74][cH:75][cH:76][cH:77]2)([P:78]([c:79]2[cH:80][cH:81][cH:82][cH:83][cH:84]2)([c:85]2[cH:86][cH:87][cH:88][cH:89][cH:90]2)[c:91]2[cH:92][cH:93][cH:94][cH:95][cH:96]2)[P:97]([c:98]2[cH:99][cH:100][cH:101][cH:102][cH:103]2)([c:104]2[cH:105][cH:106][cH:107][cH:108][cH:109]2)[c:110]2[cH:111][cH:112][cH:113][cH:114][cH:115]2)([c:116]2[cH:117][cH:118][cH:119][cH:120][cH:121]2)[c:122]2[cH:123][cH:124][cH:125][cH:126][cH:127]2)[cH:128][cH:129]1.[n:32]1[cH:33][cH:34][c:35]([B:38]([OH:39])[OH:40])[cH:36][cH:37]1>>[c:8]1(-[c:35]2[cH:34][cH:33][n:32][cH:37][cH:36]2)[cH:9][c:10]([C:14]2=[N:15][C:16]([CH3:30])([CH3:31])[CH2:17][c:18]3[cH:19][c:20]([OH:29])[c:21]4[c:22]([c:23]32)[CH2:24][C:25]([CH3:27])([CH3:28])[O:26]4)[cH:11][cH:12][cH:13]1. The reactants are C(C(=O)O)(=O)O (oxalic acid), N=1N=CN(C1)C=1C=C2C(=CNC2=CC1)CCCO (3-[5-(1,2,4-triazol-4-yl)-1H-indol-3-yl]propan-1-ol), CS(=O)(=O)Cl (methanesulphonyl chloride), C(C1=CC=CC=C1)N1C(CNCC1)CN(C)C (1-benzyl-2-(N,N-dimethylaminomethyl)piperazine). Run in C(C)(=O)OCC (ethyl acetate), C1CCOC1 (THF), C(C)N(CC)CC (triethylamine), CN(C)C=O (DMF). Run at temperature 25 celsius, time 1.5 hour. Yields the product C(C(=O)O)(=O)O.C(C1=CC=CC=C1)N1C(CN(CC1)CCCC1=CNC2=CC=C(C=C12)N1C=NN=C1)CN(C)C (4-benzyl-3-(N,N-dimethylaminomethyl)-1-[3-(5-(1,2,4-triazol-4-yl) -1H-indol-3-yl)propyl]piperazine oxalate). Reaction SMILES: [N:1]1[N:2]=[CH:3][N:4]([C:6]2[CH:7]=[C:8]3[C:12](=[CH:13][CH:14]=2)[NH:11][CH:10]=[C:9]3[CH2:15][CH2:16][CH2:17]O)[CH:5]=1.CS(Cl)(=O)=O.[CH2:24]([N:31]1[CH2:36][CH2:35][NH:34][CH2:33][CH:32]1[CH2:37][N:38]([CH3:40])[CH3:39])[C:25]1[CH:30]=[CH:29][CH:28]=[CH:27][CH:26]=1.[C:41]([OH:46])(=[O:45])[C:42]([OH:44])=[O:43]>C1COCC1.CN(C=O)C.C(OCC)(=O)C.C(N(CC)CC)C>[C:41]([OH:46])(=[O:45])[C:42]([OH:44])=[O:43].[CH2:24]([N:31]1[CH2:36][CH2:35][N:34]([CH2:17][CH2:16][CH2:15][C:9]2[C:8]3[C:12](=[CH:13][CH:14]=[C:6]([N:4]4[CH:3]=[N:2][N:1]=[CH:5]4)[CH:7]=3)[NH:11][CH:10]=2)[CH2:33][CH:32]1[CH2:37][N:38]([CH3:40])[CH3:39])[C:25]1[CH:26]=[CH:27][CH:28]=[CH:29][CH:30]=1 |f:8.9|. Procedure: To a solution of 3-[5-(1,2,4-triazol-4-yl)-1H-indol-3-yl]propan-1-ol (0.490 g, 2.02 mmol) in THF (100 mL) was added triethylamine (0.62 ml), 6.0 mmol) followed by methanesulphonyl chloride (0.35 mL, 3.03 mmol) and the mixture stirred at 25° C. for 1.5 h. The reaction mixture was filtered and the solvent evaporated. The residue was dissolved in DMF (50 mL) and potassium carbonate (0.35 g) added followed by a solution of 1-benzyl-2-(N,N-dimethylaminomethyl)piperazine (step 2) (0.52 g, 2.22 mmol) i...